Dataset: the Open Reaction Database (ORD), a public repository of structured organic reaction records. Task: describe an organic reaction: reactants, conditions, products, and yield Starting materials: BrC1=C(C=CC=C1)N1C2=C(C=3C=C(C=CC13)C)CN(CC2)C (5-(2-bromo-phenyl)-2,8-dimethyl-2,3,4,5-tetrahydro-1H-pyrido[4,3-b]indole), N1=CC=C(C=C1)B(O)O (4-pyridinylboronic acid), [O-]P(=O)([O-])[O-].[K+].[K+].[K+] (K3PO4). The reagents and catalysts are Cl[Pd]([P](C1=CC=CC=C1)(C2=CC=CC=C2)C3=CC=CC=C3)([P](C4=CC=CC=C4)(C5=CC=CC=C5)C6=CC=CC=C6)Cl (PdCl2(PPh3)2). Run in CN(C)C=O.O (DMF water), O (water). Reaction conditions: temperature 95 celsius. Yields the product CN1CC2=C(N(C=3C=CC(=CC23)C)C2=C(C=CC=C2)C2=CC=NC=C2)CC1 (2,8-dimethyl-5-(2-pyridin-4-yl-phenyl)-2,3,4,5-tetrahydro-1H-pyrido[4,3-b]indole). Isolated yield 7.8%. RXN SMILES: Br[C:2]1[CH:7]=[CH:6][CH:5]=[CH:4][C:3]=1[N:8]1[C:16]2[CH:15]=[CH:14][C:13]([CH3:17])=[CH:12][C:11]=2[C:10]2[CH2:18][N:19]([CH3:22])[CH2:20][CH2:21][C:9]1=2.[N:23]1[CH:28]=[CH:27][C:26](B(O)O)=[CH:25][CH:24]=1.[O-]P([O-])([O-])=O.[K+].[K+].[K+]>CN(C=O)C.O.O.Cl[Pd](Cl)([P](C1C=CC=CC=1)(C1C=CC=CC=1)C1C=CC=CC=1)[P](C1C=CC=CC=1)(C1C=CC=CC=1)C1C=CC=CC=1>[CH3:22][N:19]1[CH2:20][CH2:21][C:9]2[N:8]([C:3]3[CH:4]=[CH:5][CH:6]=[CH:7][C:2]=3[C:26]3[CH:27]=[CH:28][N:23]=[CH:24][CH:25]=3)[C:16]3[CH:15]=[CH:14][C:13]([CH3:17])=[CH:12][C:11]=3[C:10]=2[CH2:18]1 |f:2.3.4.5,6.7,^1:49,68|. Procedure: To a de-aerated solution of 5-(2-bromo-phenyl)-2,8-dimethyl-2,3,4,5-tetrahydro-1H-pyrido[4,3-b]indole (180 mg, 0.508 mmol), 4-pyridinylboronic acid (93.8 mg, 0.762 mmol) and K3PO4 (270 mg, 1.27 mmol) in DMF-water (9:1 mL) was added PdCl2(PPh3)2 (18 mg, 5 mol %). The reaction mixture was heated at 95° C. for 30 min under nitrogen atmosphere. The reaction mixture was diluted with water and extracted with EtOAc. The organic layer was dried over anhydrous sodium sulfate and concentrated under reduce...